Dataset: the Open Reaction Database (ORD), a public repository of structured organic reaction records. Task: describe an organic reaction: reactants, conditions, products, and yield Reactants: C(C)O[Si](OCC)(OCC)Cl (triethoxysilyl chloride), C(CCC)[Li] (n-butyllithium), C(C(C)C)(=O)OC (methyl isobutyrate), C(C)(C)NC(C)C (diisopropylamine). The solvent is O1CCCC1 (tetrahydrofuran). Conditions: time 30 minute. Product: COC(=C(C)C)O[Si](OCC)(OCC)OCC ([(1-Methoxy-2-methyl-1-propenyl)oxy]triethoxysilane). The yield is 86.0%. Reaction SMILES: C(NC(C)C)(C)C.C([Li])CCC.[C:13]([O:18][CH3:19])(=[O:17])[CH:14]([CH3:16])[CH3:15].[CH2:20]([O:22][Si:23](Cl)([O:27][CH2:28][CH3:29])[O:24][CH2:25][CH3:26])[CH3:21]>O1CCCC1>[CH3:19][O:18][C:13]([O:17][Si:23]([O:27][CH2:28][CH3:29])([O:24][CH2:25][CH3:26])[O:22][CH2:20][CH3:21])=[C:14]([CH3:16])[CH3:15]. Procedure details: A 3-necked 2-liter flask, equipped with a mechanical stirrer, thermocouple, dry-ice condenser, and a dropping funnel, was charged with tetrahydrofuran (200 mL) and diisopropylamine (70 mL, 0.50 mol) under an argon atmosphere. The mixture was cooled to 0° and n-butyllithium (313 mL, 1.6M in hexane) was added dropwise while the temperature was maintained at about 0°. The mixture was stirred for 30 minutes, followed by dropwise addition of methyl isobutyrate (57.3 mL, 0.50 mol). Stirring was contin... Reactants: O (water), aqueous solution, COC1=CC(=NC(=C1)C#N)C1=NC=CC=C1 (4-Methoxy-[2,2′]bipyridinyl-6-carbonitrile), solution, [H-].[H-].[H-].[H-].[Li+].[Al+3] (LiAlH4), [OH-].[Na+] (NaOH). Run in O1CCCC1 (tetrahydrofuran), O1CCCC1 (tetrahydrofuran). Reaction conditions: temperature 25 celsius, time 2 hour. Product: COC1=CC(=NC(=C1)CN)C1=NC=CC=C1 (C-(4-Methoxy-[2,2′]bipyridinyl-6-yl)-methylamine). RXN SMILES: [CH3:1][O:2][C:3]1[CH:8]=[C:7]([C:9]#[N:10])[N:6]=[C:5]([C:11]2[CH:16]=[CH:15][CH:14]=[CH:13][N:12]=2)[CH:4]=1.[H-].[H-].[H-].[H-].[Li+].[Al+3].O.[OH-].[Na+]>O1CCCC1>[CH3:1][O:2][C:3]1[CH:8]=[C:7]([CH2:9][NH2:10])[N:6]=[C:5]([C:11]2[CH:16]=[CH:15][CH:14]=[CH:13][N:12]=2)[CH:4]=1 |f:1.2.3.4.5.6,8.9|. Procedure details: Over a solution of 4-Methoxy-[2,2′]bipyridinyl-6-carbonitrile (5.0 g, 23.7 mmol) in tetrahydrofuran (25 mL), a 1.0 M solution of LiAlH4 in tetrahydrofuran (75 mL, 75.0 mmol) was slowly added and the reaction mixture was stirred for 2 h at 25° C. The reaction was then cooled to 0° C., water (2.5 mL) followed by a 15% aqueous solution of NaOH (2.5 mL) were slowly added and stirred at 25° C. for 16 hours. The reaction mixture was filtered through celite, washed with tetrahydrofuran and the organic ... The reactants are Nc1cc(Cl)ccc1[N+](=O)[O-], Cl, [H-], [Na+], Oc1ccc(S)cc1. The product is Nc1cc(Sc2ccc(O)cc2)ccc1[N+](=O)[O-]. RXN SMILES: [Cl:11][c:12]1[cH:13][c:14]([NH2:21])[c:15]([N+:18](=[O:19])[O-:20])[cH:16][cH:17]1.[ClH:22].[H-:10].[Na+:9].[OH:1][c:2]1[cH:3][cH:4][c:5]([SH:8])[cH:6][cH:7]1>>[OH:1][c:2]1[cH:3][cH:4][c:5]([S:8][c:12]2[cH:13][c:14]([NH2:21])[c:15]([N+:18](=[O:19])[O-:20])[cH:16][cH:17]2)[cH:6][cH:7]1. The reactants are CN(C)C=O, Clc1ccc(-c2nc(Cl)c3ccccc3n2)cc1Cl, O, NCCCO. Product: OCCCNc1nc(-c2ccc(Cl)c(Cl)c2)nc2ccccc12. RXN SMILES: [CH3:25][N:26]([CH3:27])[CH:28]=[O:29].[Cl:1][c:2]1[n:3][c:4](-[c:12]2[cH:13][c:14]([Cl:19])[c:15]([Cl:18])[cH:16][cH:17]2)[n:5][c:6]2[cH:7][cH:8][cH:9][cH:10][c:11]12.[OH2:30].[OH:20][CH2:21][CH2:22][CH2:23][NH2:24]>>[c:2]1([NH:24][CH2:23][CH2:22][CH2:21][OH:20])[n:3][c:4](-[c:12]2[cH:13][c:14]([Cl:19])[c:15]([Cl:18])[cH:16][cH:17]2)[n:5][c:6]2[cH:7][cH:8][cH:9][cH:10][c:11]12. Reactants: C1(=CC=CC=C1)[P@@]1(C(CCC1)=C)=O ((R)-1-phenyl-2-methylenephospholane-1-oxide), CCHCl3. The solvent is C(Cl)(Cl)Cl (CHCl3). The product is C1(=CC=CC=C1)P1(C(CCC1)=C)=O (1-phenyl-2-methylenephospholane-1-oxide). Reaction SMILES: [C:1]1([P@@:7]2(=[O:13])[CH2:11][CH2:10][CH2:9][C:8]2=[CH2:12])[CH:6]=[CH:5][CH:4]=[CH:3][CH:2]=1>C(Cl)(Cl)Cl>[C:1]1([P:7]2(=[O:13])[CH2:11][CH2:10][CH2:9][C:8]2=[CH2:12])[CH:2]=[CH:3][CH:4]=[CH:5][CH:6]=1. Reported procedure: Phenyl-2-methylenephospholane-1-oxide (3.0 g, chemical purity ca. 80%) was separated by repeated injections on a CHIRALPAK® AD 20 μm column (250×50 mm; mobile phase 100% acetonitrile, flow rate 120 ml/min) to afford 0.9 g of (S)-1-phenyl-2-methylenephospholane-1-oxide (ee 100%, chemical purity 95%; [α]D=−99.6 (c=1.03, CHCl3) and 1.0 g of (R)-1-phenyl-2-methylenephospholane-1-oxide (ee 99.4%, chemical purity 99.5%; [α]D=+106.8 (c=1.00, CCHCl3). Reaction SMILES: [C:1]([C:9]#[N:10])(=[O:8])[C:2]1[CH:7]=[CH:6][CH:5]=[CH:4][CH:3]=1.[CH3:11][N:12]1[CH:16]=[CH:15][CH:14]=[C:13]1[CH2:17][C:18]([O:20][CH3:21])=[O:19].C(O)(=O)C(O)=O>CCOCC>[CH3:11][N:12]1[C:16]([C:1]([C:9]#[N:10])([OH:8])[C:2]2[CH:7]=[CH:6][CH:5]=[CH:4][CH:3]=2)=[CH:15][CH:14]=[C:13]1[CH2:17][C:18]([O:20][CH3:21])=[O:19]. The yield is 12.0%. Solvent: CCOCC (ether). The reactants are C(C1=CC=CC=C1)(=O)C#N (Benzoyl cyanide), CN1C(=CC=C1)CC(=O)OC (methyl 1-methylpyrrole-2-acetate), C(C(=O)O)(=O)O (oxalic acid). Run at time 6 day. The product is CN1C(=CC=C1C(C1=CC=CC=C1)(O)C#N)CC(=O)OC (methyl 1-methyl-5-(cyanohydroxyphenylmethyl)pyrrole-2-acetate). Procedure: Benzoyl cyanide, 0.67 g (0.005 mole) and methyl 1-methylpyrrole-2-acetate, 0.76 g (0.005 mole) were stirred together in ether (2 ml) containing oxalic acid (0.04 g). The reaction was run in the dark at room temperature. After six days, the reaction mixture was placed in the freezer overnight, filtered, and washed with cold ether to yield 0.17 g (12 percent) of methyl 1-methyl-5-(cyanohydroxyphenylmethyl)pyrrole-2-acetate, mp 137°-8°. The solid state IR spectrum was identical to authentic materia... The reactants are ClC=1C=C(C=CC1)C1=C(C=CC(=N1)C(=O)O)C1COCC1 (6-(3-chloro-phenyl)-5-(tetrahydro-furan-3-yl)-pyridine-2-carboxylic acid), CC(N)(C=1SC=CN1)C (α,α-dimethyl-2-thiazolemethanamine). Procedure: The title compound was synthesized in analogy to Example 1, using 6-(3-chloro-phenyl)-5-(tetrahydro-furan-3-yl)-pyridine-2-carboxylic acid and α,α-dimethyl-2-thiazolemethanamine (CAN 1082393-38-1) as starting materials, MS (EI): m/e=428.1 [M+H]+. The product is CC(C)(C=1SC=CN1)NC(=O)C1=NC(=C(C=C1)C1COCC1)C1=CC(=CC=C1)Cl (6-(3-Chloro-phenyl)-5-(tetrahydro-furan-3-yl)-pyridine-2-carboxylic acid (1-methyl-1-thiazol-2-yl-ethyl)-amide). RXN SMILES: [Cl:1][C:2]1[CH:3]=[C:4]([C:8]2[N:13]=[C:12]([C:14]([OH:16])=O)[CH:11]=[CH:10][C:9]=2[CH:17]2[CH2:21][CH2:20][O:19][CH2:18]2)[CH:5]=[CH:6][CH:7]=1.[CH3:22][C:23]([CH3:30])([C:25]1[S:26][CH:27]=[CH:28][N:29]=1)[NH2:24]>>[CH3:22][C:23]([NH:24][C:14]([C:12]1[CH:11]=[CH:10][C:9]([CH:17]2[CH2:21][CH2:20][O:19][CH2:18]2)=[C:8]([C:4]2[CH:5]=[CH:6][CH:7]=[C:2]([Cl:1])[CH:3]=2)[N:13]=1)=[O:16])([C:25]1[S:26][CH:27]=[CH:28][N:29]=1)[CH3:30].